This data is from the Open Reaction Database (ORD), a public repository of structured organic reaction records. The task is: describe an organic reaction: reactants, conditions, products, and yield Reactants: [BH4-].[Na+] (sodium borohydride), C(=O)(O)C1=CC2=C(OCC3=C(C2C(=O)NC2=C(C=CC=C2C(C)C)C(C)C)C=CC=C3)C=C1 (2-carboxy-6,11-dihydro-N-(2,6-diisopropylphenyl)dibenz[b,e]oxepin-11-carboxamide), C(=O)(O)C1=CC2=C(OCC3=C(C2C(=O)NC2=C(C=CC=C2C(C)C)C(C)C)C=CC=C3)C=C1 (2-carboxy-6,11-dihydro-N-(2,6-diisopropylphenyl)dibenz[b,e]oxepin-11-carboxamide), ClC(=O)OCC (ethyl chloroformate), [Cl-].[Na+] (sodium chloride). Run in C(C)N(CC)CC (triethylamine), O1CCCC1 (tetrahydrofuran). Reaction conditions: time 12 hour. Product: OCC1=CC2=C(OCC3=C(C2C(=O)NC2=C(C=CC=C2C(C)C)C(C)C)C=CC=C3)C=C1 (6,11-Dihydro-2-hydroxymethyl-N-(2,6-diisopropylphenyl)dibenz[b,e]oxepin-11-carboxamide). Yield: 83.8%. As a reaction SMILES: [C:1]([C:4]1[CH:33]=[CH:32][C:7]2[O:8][CH2:9][C:10]3[CH:31]=[CH:30][CH:29]=[CH:28][C:11]=3[CH:12]([C:13]([NH:15][C:16]3[C:21]([CH:22]([CH3:24])[CH3:23])=[CH:20][CH:19]=[CH:18][C:17]=3[CH:25]([CH3:27])[CH3:26])=[O:14])[C:6]=2[CH:5]=1)(O)=[O:2].ClC(OCC)=O.[BH4-].[Na+].[Cl-].[Na+]>O1CCCC1.C(N(CC)CC)C>[OH:2][CH2:1][C:4]1[CH:33]=[CH:32][C:7]2[O:8][CH2:9][C:10]3[CH:31]=[CH:30][CH:29]=[CH:28][C:11]=3[CH:12]([C:13]([NH:15][C:16]3[C:17]([CH:25]([CH3:26])[CH3:27])=[CH:18][CH:19]=[CH:20][C:21]=3[CH:22]([CH3:24])[CH3:23])=[O:14])[C:6]=2[CH:5]=1 |f:2.3,4.5|. Procedure: After 1.33 g of 2-carboxy-6,11-dihydro-N-(2,6-diisopropylphenyl)dibenz[b,e]oxepin-11-carboxamide (Compound 25) obtained in Example 25 was dissolved in 10 ml of tetrahydrofuran, 1.0 ml of triethylamine and 0.39 g of ethyl chloroformate were added to the solution under ice cooling. The mixture was stirred at room temperature for 12 hours. Then 0.57 g of sodium borohydride was slowly added to the reaction mixture under ice cooling. After stirring at room temperature for 6 hours, saturated aqueous s... Reactants: C(C)(C)N(C1=NC(=CC(=C1)C1=NC(=NO1)C1=CC(=C(C(=C1)C)O)C)C)C (4-{5-[2-(isopropyl-methyl-amino)-6-methyl-pyridin-4-yl]-[1,2,4]oxadiazol-3-yl}-2,6-dimethyl-phenol), ClC[C@H](CO)O ((S)-3-chloro-1,2-propanediol). As a reaction SMILES: [CH:1]([N:4]([CH3:26])[C:5]1[CH:10]=[C:9]([C:11]2[O:15][N:14]=[C:13]([C:16]3[CH:21]=[C:20]([CH3:22])[C:19]([OH:23])=[C:18]([CH3:24])[CH:17]=3)[N:12]=2)[CH:8]=[C:7]([CH3:25])[N:6]=1)([CH3:3])[CH3:2].Cl[CH2:28][C@@H:29]([OH:32])[CH2:30][OH:31]>>[CH:1]([N:4]([CH3:26])[C:5]1[CH:10]=[C:9]([C:11]2[O:15][N:14]=[C:13]([C:16]3[CH:21]=[C:20]([CH3:22])[C:19]([O:23][CH2:28][C@@H:29]([OH:32])[CH2:30][OH:31])=[C:18]([CH3:24])[CH:17]=3)[N:12]=2)[CH:8]=[C:7]([CH3:25])[N:6]=1)([CH3:3])[CH3:2]. Yields the product C(C)(C)N(C1=NC(=CC(=C1)C1=NC(=NO1)C1=CC(=C(OC[C@H](CO)O)C(=C1)C)C)C)C ((S)-3-(4-{5-[2-(Isopropyl-methyl-amino)-6-methyl-pyridin-4-yl]-[1,2,4]oxadiazol-3-yl}-2,6-dimethyl-phenoxy)-propane-1,2-diol). Reported procedure: (S)-3-(4-{5-[2-(Isopropyl-methyl-amino)-6-methyl-pyridin-4-yl]-[1,2,4]oxadiazol-3-yl}-2,6-dimethyl-phenoxy)-propane-1,2-diol is prepared in analogy to Example 3 from 4-{5-[2-(isopropyl-methyl-amino)-6-methyl-pyridin-4-yl]-[1,2,4]oxadiazol-3-yl}-2,6-dimethyl-phenol using (S)-3-chloro-1,2-propanediol; LC-MS: tR=0.78 min; [M+1]+=427.08. Reactants: [OH-].[Na+] (sodium hydroxide), C1=CC=CC=2N=C(C3=C(CC21)C=CC=C3)N3CCN(CC3)CC(=O)OCC (ethyl 4-(11H-dibenz[b,e]azepin-6-yl)-1-piperazineacetate). Run in CO (methanol). Yields the product C1=CC=CC=2N=C(C3=C(CC21)C=CC=C3)N3CCN(CC3)CC(=O)O (4-(11H-Dibenz[b,e]azepin-6-yl)-1-Piperazineacetic acid). The yield is 63.1%. As a reaction SMILES: [OH-].[Na+].[CH:3]1[C:13]2[CH2:12][C:11]3[CH:14]=[CH:15][CH:16]=[CH:17][C:10]=3[C:9]([N:18]3[CH2:23][CH2:22][N:21]([CH2:24][C:25]([O:27]CC)=[O:26])[CH2:20][CH2:19]3)=[N:8][C:7]=2[CH:6]=[CH:5][CH:4]=1>CO>[CH:3]1[C:13]2[CH2:12][C:11]3[CH:14]=[CH:15][CH:16]=[CH:17][C:10]=3[C:9]([N:18]3[CH2:19][CH2:20][N:21]([CH2:24][C:25]([OH:27])=[O:26])[CH2:22][CH2:23]3)=[N:8][C:7]=2[CH:6]=[CH:5][CH:4]=1 |f:0.1|. Procedure details: 2N Aqueous sodium hydroxide solution (5 ml) was added to a solution of 1.82 g of ethyl 4-(11H-dibenz[b,e]azepin-6-yl)-1-piperazineacetate in 18 ml of methanol. The solution was refluxed for 30 min and then concentrated. The residue was dissolved in hot water and the solution was neutralized with 0.5N hydrochloric acid. The precipitates were collected by filtration to give 1.06 g of colorless crystals, which were recrystallized from ethanol to give colorless granules, mp 181°-183° C. (decomp.). Reaction SMILES: [Cl:16][c:17]1[c:18]([NH2:19])[cH:20][cH:21][cH:22][cH:23]1.[Cl:24][CH:25]([Cl:26])[Cl:27].[NH2:1][c:2]1[c:3]([C:4](=[O:5])[OH:6])[cH:7][c:8]([Br:11])[cH:9][cH:10]1.[S:12]([Cl:13])([Cl:14])=[O:15].[cH:28]1[cH:29][cH:30][cH:31][cH:32][cH:33]1>>[NH2:1][c:2]1[c:3]([C:4](=[O:6])[NH:19][c:18]2[c:17]([Cl:16])[cH:23][cH:22][cH:21][cH:20]2)[cH:7][c:8]([Br:11])[cH:9][cH:10]1. Yields the product Nc1ccc(Br)cc1C(=O)Nc1ccccc1Cl. Reactants: Nc1ccccc1Cl, ClC(Cl)Cl, Nc1ccc(Br)cc1C(=O)O, O=S(Cl)Cl, c1ccccc1. The reactants are CN(C(C(F)(F)F)=O)CC=1C=NC=CC1 (N-methyl-N-(3-pyridylmethyl)trifluoroacetic acid amide), C(C)O (ethanol), [OH-].[Na+] (sodium hydroxide), Cl (hydrochloric acid). The solvent is CO (methanol), O (water). Product: Cl.Cl.CNCC=1C=NC=CC1 (3-(methylaminomethyl)pyridine dihydrochloride). The yield is 95.0%. RXN SMILES: [CH3:1][N:2]([CH2:9][C:10]1[CH:11]=[N:12][CH:13]=[CH:14][CH:15]=1)C(=O)C(F)(F)F.[OH-].[Na+].[ClH:18].C(O)C>CO.O>[ClH:18].[ClH:18].[CH3:1][NH:2][CH2:9][C:10]1[CH:11]=[N:12][CH:13]=[CH:14][CH:15]=1 |f:1.2,7.8.9|. Procedure: 3.71 g of N-methyl-N-(3-pyridylmethyl)trifluoroacetic acid amide was dissolved in a mixture of 20 ml methanol and 20 ml water, and then stirred with 1.36 g of sodium hydroxide at room temperature for 6 hours. The reaction mixture was made acidic (pH 2) with concentrated hydrochloric acid on ice, and the resulting acidic solution was concentrated under reduced pressure to give a residue. After addition of ethanol, the residue was filtered to remove the precipitated inorganic salts. The filtrate w... Starting materials: CC(=O)O, O, O=[N+]([O-])O, CCOC(=O)C(C)c1cccc(O)c1. The product is CCOC(=O)C(C)c1ccc([N+](=O)[O-])c(O)c1. RXN SMILES: [CH3:20][C:21](=[O:22])[OH:23].[OH2:19].[OH:15][N+:16]([O-:17])=[O:18].[OH:1][c:2]1[cH:3][c:4]([CH:8]([C:9](=[O:10])[O:11][CH2:12][CH3:13])[CH3:14])[cH:5][cH:6][cH:7]1>>[OH:1][c:2]1[cH:3][c:4]([CH:8]([C:9](=[O:10])[O:11][CH2:12][CH3:13])[CH3:14])[cH:5][cH:6][c:7]1[N+:16](=[O:15])[O-:17].